Task: describe an organic reaction: reactants, conditions, products, and yield. Dataset: the Open Reaction Database (ORD), a public repository of structured organic reaction records Reactants: CC(C)(C)OC(=O)CBr, O=C(OCc1ccccc1)C1C(=O)N(Cc2ccc(Cl)c(Cl)c2)C(=O)c2cccn21, CN(C)C=O, [H-], [Na+], O. Yields the product CC(C)(C)OC(=O)CC1(C(=O)OCc2ccccc2)C(=O)N(Cc2ccc(Cl)c(Cl)c2)C(=O)c2cccn21. As a reaction SMILES: [Br:33][CH2:34][C:35](=[O:36])[O:37][C:38]([CH3:39])([CH3:40])[CH3:41].[CH2:1]([c:2]1[cH:3][cH:4][cH:5][cH:6][cH:7]1)[O:8][C:9](=[O:10])[CH:11]1[C:12](=[O:30])[N:13]([CH2:21][c:22]2[cH:23][c:24]([Cl:29])[c:25]([Cl:28])[cH:26][cH:27]2)[C:14](=[O:20])[c:15]2[n:16]1[cH:17][cH:18][cH:19]2.[CH3:43][N:44]([CH3:45])[CH:46]=[O:47].[H-:31].[Na+:32].[OH2:42]>>[CH2:1]([c:2]1[cH:3][cH:4][cH:5][cH:6][cH:7]1)[O:8][C:9](=[O:10])[C:11]1([CH2:34][C:35](=[O:36])[O:37][C:38]([CH3:39])([CH3:40])[CH3:41])[C:12](=[O:30])[N:13]([CH2:21][c:22]2[cH:23][c:24]([Cl:29])[c:25]([Cl:28])[cH:26][cH:27]2)[C:14](=[O:20])[c:15]2[n:16]1[cH:17][cH:18][cH:19]2. The reactants are C(C1=CC=CC=C1)N1CC(OCC1)C1=CC=C(C=C1)NC1=C(C=CC=C1Cl)Cl ([4-(4-benzyl-morpholin-2-yl)-phenyl]-(2,6-dichloro-phenyl)-amine), CC(OC(=O)Cl)Cl (ACE-Cl). The solvent is ClCCCl (1,2-dichloroethane). Conditions: time 8 hour. The product is ClC1=C(C(=CC=C1)Cl)NC1=CC=C(C=C1)C1CNCCO1 ((2,6-dichloro-phenyl)-(4-morpholin-2-yl-phenyl)-amine). Isolated yield 60.5%. RXN SMILES: C([N:8]1[CH2:13][CH2:12][O:11][CH:10]([C:14]2[CH:19]=[CH:18][C:17]([NH:20][C:21]3[C:26]([Cl:27])=[CH:25][CH:24]=[CH:23][C:22]=3[Cl:28])=[CH:16][CH:15]=2)[CH2:9]1)C1C=CC=CC=1.CC(Cl)OC(Cl)=O>ClCCCl>[Cl:28][C:22]1[CH:23]=[CH:24][CH:25]=[C:26]([Cl:27])[C:21]=1[NH:20][C:17]1[CH:16]=[CH:15][C:14]([CH:10]2[O:11][CH2:12][CH2:13][NH:8][CH2:9]2)=[CH:19][CH:18]=1. Procedure details: To a solution of [4-(4-benzyl-morpholin-2-yl)-phenyl]-(2,6-dichloro-phenyl)-amine (0.72 g; 1.74 mmol) in 1,2-dichloroethane (5 mL) was added, drop wise, ACE-Cl (0.40 mL; 3.66 mmol) at 0° C. The resulting mixture was stirred at room temperature, overnight, and subsequently concentrated in vacuo. To the residue was added toluene and the mixture was concentrated in vacuo. This last step was repeated twice. To the final residue was added MeOH (5 mL), and this mixture was stirred overnight at RT. Onc... Starting materials: S(O)(O)(=O)=O (sulfuric acid), C(C1=CC=CC=C1)(C1=CC=CC=C1)N1C(CC1)C(C1=CC=CC=C1)=N (1-benzhydryl-2-benzimidoylazetidine), C([O-])(O)=O.[Na+] (sodium bicarbonate). The solvent is CO (methanol). Reaction conditions: time 1.5 hour. The product is C(C1=CC=CC=C1)(C1=CC=CC=C1)N1C(CC1)C(C1=CC=CC=C1)=O (1-Benzhydryl-2-Benzoylazetidine). As a reaction SMILES: S(=O)(=O)(O)O.[CH:6]([N:19]1[CH2:22][CH2:21][CH:20]1[C:23](=N)[C:24]1[CH:29]=[CH:28][CH:27]=[CH:26][CH:25]=1)([C:13]1[CH:18]=[CH:17][CH:16]=[CH:15][CH:14]=1)[C:7]1[CH:12]=[CH:11][CH:10]=[CH:9][CH:8]=1.C(=O)(O)[O-:32].[Na+]>CO>[CH:6]([N:19]1[CH2:22][CH2:21][CH:20]1[C:23](=[O:32])[C:24]1[CH:29]=[CH:28][CH:27]=[CH:26][CH:25]=1)([C:13]1[CH:18]=[CH:17][CH:16]=[CH:15][CH:14]=1)[C:7]1[CH:12]=[CH:11][CH:10]=[CH:9][CH:8]=1 |f:2.3|. Procedure: Add 68 ml of 3.6 N aqueous sulfuric acid to a stirred solution of 40.0 g of 1-benzhydryl-2-benzimidoylazetidine in 800 ml. of methanol. Stir under a nitrogen atmosphere for 1.5 hours at room temperature. Slowly pour the mixture, with continuous stirring, into 234 ml. of 1.1 N aqueous sodium bicarbonate. Filter the resultant solid, and extract the filter cake with methylene chloride. Combine the methylene chloride extracts with the methanolic filtrate and remove all solvent in vacuo. Dissolve the...